Dataset: the Open Reaction Database (ORD), a public repository of structured organic reaction records. Task: describe an organic reaction: reactants, conditions, products, and yield Reactants: [OH-].[K+] (Potassium hydroxide), ClC=1C=C(O[C@H]2CN(CC2)C(CCC(C#N)(C2=CC=CC=C2)C2=CC=CC=C2)(C)C)C=CC1OC (5-[(3R)-3-(3-chloro-4-methoxy-phenoxy)pyrrolidin-1-yl]-5-methyl-2,2-diphenylhexanenitrile). Solvent: CC(CC)(CC)O (3-methyl-3-pentanol). Product: ClC=1C=C(O[C@H]2CN(CC2)C(CCC(C(=O)N)(C2=CC=CC=C2)C2=CC=CC=C2)(C)C)C=CC1OC (5-[(3R)-3-(3-chloro-4-methoxy-phenoxy)pyrrolidin-1-yl]-5-methyl-2,2-diphenylhexanamide). The yield is 33.0%. RXN SMILES: [OH-:1].[K+].[Cl:3][C:4]1[CH:5]=[C:6]([CH:33]=[CH:34][C:35]=1[O:36][CH3:37])[O:7][C@@H:8]1[CH2:12][CH2:11][N:10]([C:13]([CH3:32])([CH3:31])[CH2:14][CH2:15][C:16]([C:25]2[CH:30]=[CH:29][CH:28]=[CH:27][CH:26]=2)([C:19]2[CH:24]=[CH:23][CH:22]=[CH:21][CH:20]=2)[C:17]#[N:18])[CH2:9]1>CC(O)(CC)CC>[Cl:3][C:4]1[CH:5]=[C:6]([CH:33]=[CH:34][C:35]=1[O:36][CH3:37])[O:7][C@@H:8]1[CH2:12][CH2:11][N:10]([C:13]([CH3:32])([CH3:31])[CH2:14][CH2:15][C:16]([C:25]2[CH:30]=[CH:29][CH:28]=[CH:27][CH:26]=2)([C:19]2[CH:24]=[CH:23][CH:22]=[CH:21][CH:20]=2)[C:17]([NH2:18])=[O:1])[CH2:9]1 |f:0.1|. Reported procedure: Potassium hydroxide (140 mg, 2.49 mmol) was added to a solution of the product of example 27 (61 mg, 0.125 mmol) in 3-methyl-3-pentanol (5 mL) and the mixture was heated under reflux for 16 hours. The solution was cooled to room temperature, concentrated in vacuo and the residue was partitioned between dichloromethane (10 mL) and water (5 mL), aqueous was extracted with dichloromethane (3×10 mL). Combined organics were concentrated under reduced pressure and the residue purified by column chroma... The reactants are COC(=O)N(Cc1cc(C(F)(F)F)cc(C(F)(F)F)c1)C1CC(C)Nc2ccc(C(F)(F)F)cc21, Cc1ccccc1, CC(C)OC(=O)Cl, ClCCl, [K+], [OH-], O, c1ccncc1. The product is COC(=O)N(Cc1cc(C(F)(F)F)cc(C(F)(F)F)c1)C1CC(C)N(C(=O)OC(C)C)c2ccc(C(F)(F)F)cc21. RXN SMILES: [CH3:1][O:2][C:3]([N:4]([CH:5]1[CH2:6][CH:7]([CH3:19])[NH:8][c:9]2[cH:10][cH:11][c:12]([C:15]([F:16])([F:17])[F:18])[cH:13][c:14]21)[CH2:20][c:21]1[cH:22][c:23]([C:31]([F:32])([F:33])[F:34])[cH:24][c:25]([C:27]([F:28])([F:29])[F:30])[cH:26]1)=[O:35].[CH3:54][c:55]1[cH:56][cH:57][cH:58][cH:59][cH:60]1.[Cl:42][C:43](=[O:44])[O:45][CH:46]([CH3:47])[CH3:48].[Cl:51][CH2:52][Cl:53].[K+:50].[OH-:49].[OH2:61].[cH:36]1[cH:37][cH:38][n:39][cH:40][cH:41]1>>[CH3:1][O:2][C:3]([N:4]([CH:5]1[CH2:6][CH:7]([CH3:19])[N:8]([C:43](=[O:44])[O:45][CH:46]([CH3:47])[CH3:48])[c:9]2[cH:10][cH:11][c:12]([C:15]([F:16])([F:17])[F:18])[cH:13][c:14]21)[CH2:20][c:21]1[cH:22][c:23]([C:31]([F:32])([F:33])[F:34])[cH:24][c:25]([C:27]([F:28])([F:29])[F:30])[cH:26]1)=[O:35].